This data is from the Open Reaction Database (ORD), a public repository of structured organic reaction records. The task is: describe an organic reaction: reactants, conditions, products, and yield Starting materials: NC(=O)CBr, O=C([O-])[O-], CCCC[N+](CCCC)(CCCC)CCCC, CN(C)C=O, [Cs+], [Cs+], [I-], CCCNn1c(=O)c(C2=NS(=O)(=O)c3cc(O)ccc3N2)c(O)c2ccccc21. Yields the product CCCNn1c(=O)c(C2=NS(=O)(=O)c3cc(OCC(N)=O)ccc3N2)c(O)c2ccccc21. Reaction SMILES: [Br:36][CH2:37][C:38](=[O:39])[NH2:40].[C:30](=[O:31])([O-:32])[O-:33].[CH2:47]([N+:48]([CH2:49][CH2:50][CH2:51][CH3:52])([CH2:53][CH2:54][CH2:55][CH3:56])[CH2:57][CH2:58][CH2:59][CH3:60])[CH2:61][CH2:62][CH3:63].[CH3:41][N:42]([CH3:43])[CH:44]=[O:45].[Cs+:34].[Cs+:35].[I-:46].[OH:1][c:2]1[c:3]([C:17]2=[N:18][S:19](=[O:28])(=[O:29])[c:20]3[c:21]([cH:23][cH:24][c:25]([OH:27])[cH:26]3)[NH:22]2)[c:4](=[O:16])[n:5]([NH:12][CH2:13][CH2:14][CH3:15])[c:6]2[cH:7][cH:8][cH:9][cH:10][c:11]12>>[OH:1][c:2]1[c:3]([C:17]2=[N:18][S:19](=[O:28])(=[O:29])[c:20]3[c:21]([cH:23][cH:24][c:25]([O:27][CH2:37][C:38](=[O:39])[NH2:40])[cH:26]3)[NH:22]2)[c:4](=[O:16])[n:5]([NH:12][CH2:13][CH2:14][CH3:15])[c:6]2[cH:7][cH:8][cH:9][cH:10][c:11]12.